This data is from the Open Reaction Database (ORD), a public repository of structured organic reaction records. The task is: describe an organic reaction: reactants, conditions, products, and yield Reactants: NCCC1=CNC2=CC=C(C=C12)C(=O)NC(C)C (3-(2-aminoethyl)-N-(1-methylethyl)-1H-indole-5-carboxamide), CO.C(C)(=O)OCC (methanol ethyl acetate). Yields the product CC(C)NC(=O)C=1C=C2C(=CNC2=CC1)CCNC(OCC1=CC=CC=C1)=O (2-[5-[[(1-Methylethyl)amino]carbonyl]1H-indol-3-yl]ethyl carbamic acid, phenylmethyl ester), C(\C=C/C(=O)[O-])(=O)[O-] (maleate). RXN SMILES: [NH2:1][CH2:2][CH2:3][C:4]1[C:12]2[C:7](=[CH:8][CH:9]=[C:10]([C:13]([NH:15][CH:16]([CH3:18])[CH3:17])=[O:14])[CH:11]=2)[NH:6][CH:5]=1.C[OH:20].[C:21]([O:24][CH2:25][CH3:26])(=[O:23])[CH3:22]>>[CH3:17][CH:16]([NH:15][C:13]([C:10]1[CH:11]=[C:12]2[C:7](=[CH:8][CH:9]=1)[NH:6][CH:5]=[C:4]2[CH2:3][CH2:2][NH:1][C:21](=[O:23])[O:24][CH2:25][C:26]1[CH:11]=[CH:12][CH:4]=[CH:3][CH:2]=1)=[O:14])[CH3:18].[C:13]([O-:14])(=[O:20])/[CH:10]=[CH:22]\[C:21]([O-:24])=[O:23] |f:1.2|. Procedure: (ii)b [2-[5-[[(1-Methylethyl)amino]carbonyl]1H-indol-3-yl]ethyl carbamic acid, phenylmethyl ester (0.4 g) gave 3-(2-aminoethyl)-N-(1-methylethyl)-1H-indole-5-carboxamide, maleate (0.25 g) as a white crystalline solid m.p. 174°-5° C. (from methanol/ethyl acetate)